This data is from the Open Reaction Database (ORD), a public repository of structured organic reaction records. The task is: describe an organic reaction: reactants, conditions, products, and yield Reactants: C(Cl)Cl (methylene chloride), C12CN(CCC2O1)C(=O)OCC1=CC=CC=C1 (benzyl rac-3-aza-7-oxa-bicyclo[4.1.0]heptane-3-carboxylate), BrC1=CC=C(C=C1)O (4-bromophenol). The solvent is C(C)(=O)OCC (ethyl acetate). The product is BrC1=CC=C(OC2C(CN(CC2)C(CC2=CC=CC=C2)=O)O)C=C1 ((3RS,4RS)-1-[4-(4-bromo-phenoxy)-3-hydroxy-piperidin-1-yl]-2-phenyl-ethanone), BrCC1=CC2=CC=CC=C2C=C1 (2-bromomethylnaphthalene). Reaction SMILES: [CH:1]12[O:7][CH:6]1[CH2:5][CH2:4][N:3]([C:8]([O:10][CH2:11][C:12]1[CH:17]=[CH:16][CH:15]=[CH:14][CH:13]=1)=O)[CH2:2]2.[Br:18][C:19]1[CH:24]=[CH:23][C:22]([OH:25])=[CH:21][CH:20]=1.[CH2:26](Cl)Cl>C(OCC)(=O)C>[Br:18][C:19]1[CH:24]=[CH:23][C:22]([O:25][CH:6]2[CH2:5][CH2:4][N:3]([C:8](=[O:10])[CH2:11][C:12]3[CH:17]=[CH:16][CH:15]=[CH:14][CH:13]=3)[CH2:2][CH:1]2[OH:7])=[CH:21][CH:20]=1.[Br:18][CH2:19][C:24]1[CH:23]=[CH:11][C:12]2[C:13](=[CH:14][CH:15]=[CH:16][CH:17]=2)[CH:26]=1. Reported procedure: In an analogous manner to that described in Example 71(a)-(b), from benzyl rac-3-aza-7-oxa-bicyclo[4.1.0]heptane-3-carboxylate by reaction with 4-bromophenol there was obtained (3RS,4RS)-1-[4-(4-bromo-phenoxy)-3-hydroxy-piperidin-1-yl]-2-phenyl-ethanone as a colourless solid [Rf : 0.40 (SiO2, methylene chloride:ethyl acetate=2:1)], alkylation of which with 2-bromomethylnaphthalene gave benzyl (3RS,4RS)-4-(4-bromo-phenyl)-3-(naphthalen-2-ylmethoxy)-piperidine-1-carboxylate as a colourless solid; ... The reactants are O (water), S(=O)(Cl)Cl (thionyl chloride), N1N=CN=C1 (1,2,4-triazole), C(Cl)Cl (methylene choride), C=1(C(=CC=CC1)C=1C=CC=CC1)CCC=O (2,3-biphenylpropanal). Conditions: temperature 20 celsius, time 30 minute. Yields the product ClC(C(CC1=CC=CC=C1)C1=CC=CC=C1)N1N=CN=C1 (1-chloro-1-(1,2,4-triazol-1-yl-)2,3-diphenylpropane). Yield: 92.0%. Reaction SMILES: S(Cl)(Cl)=O.[NH:5]1[CH:9]=[N:8][CH:7]=[N:6]1.[C:10]1([CH2:22][CH2:23]C=O)[C:11]([C:16]2[CH:17]=[CH:18][CH:19]=[CH:20][CH:21]=2)=[CH:12][CH:13]=[CH:14][CH:15]=1.O.[CH2:27](Cl)[Cl:28]>>[Cl:28][CH:27]([N:5]1[CH:9]=[N:8][CH:7]=[N:6]1)[CH:11]([C:16]1[CH:21]=[CH:20][CH:19]=[CH:18][CH:17]=1)[CH2:12][C:13]1[CH:14]=[CH:15][CH:10]=[CH:22][CH:23]=1. Procedure: At 0° C., 13.1 g of thionyl chloride is added to a solution of 15.222 g of 1,2,4-triazole in 150 ml of methylene choride. After all has been added, the mixture is stirred for 30 minutes at room temperature (20° C.): subsequently, 15.5 g of 2,3-biphenylpropanal is added. After the mixture has been stirred at room temperature for 12 to 15 hours, 100 ml of water is added and the organic phase separated off. The aqueous phase which remains is extracted by shaking twice with methylene chloride, and t... Reactants: C1(CCCCC1)N=C=NC1CCCCC1 (Dicyclohexylcarbodiimide), C(=S)=S (carbon disulphide), C(C1=CC=CC=C1)N (Benzylamine). Run in C(C)OCC (diethyl ether), CCOCC (ether). Run at time 8 hour. Yields the product C(C1=CC=CC=C1)N=C=S (benzylisothiocyanate). Yield: 62.0%. Reaction SMILES: C1(N=C=NC2CCCCC2)CCCCC1.[C:16](=[S:18])=S.[CH2:19]([NH2:26])[C:20]1[CH:25]=[CH:24][CH:23]=[CH:22][CH:21]=1>CCOCC>[CH2:19]([N:26]=[C:16]=[S:18])[C:20]1[CH:25]=[CH:24][CH:23]=[CH:22][CH:21]=1. Procedure details: Dicyclohexylcarbodiimide (10.3 g) and carbon disulphide (20 ml) are stirred in a round-bottomed flask with 20 ml of diethyl ether at -10° C. Benzylamine (5.35 g, 5.5 ml) in 20 ml ether is added slowly when a white precipitate forms immediately. The reaction mixture is stirred overnight, filtered and the ether removed in vacuo. The residue is suspended in ether, filtered and the ether removed in vacuo. The remaining oil is distilled under vacuum (0.5 mm, 100° C. approx.) to give benzylisothiocyan... The reactants are O (water), CN1C(=NC=2C1=NC=CC2)S(=O)(=O)C (3-methyl-2-(methylsulfonyl)-3H-imidazo[4,5-b]pyridine), OC1=CC=C(C=C1)N1C(N(C=2C1=NC=C(C2)C)C(C)C)=O (3-(4-hydroxyphenyl)-6-methyl-1-(1-methylethyl)-1,3-dihydro-2H-imidazo[4,5-b]pyridin-2-one), [H-].[Na+] (NaH). Run in CN(C)C=O (DMF). Run at temperature 100 celsius, time 1 hour. Product: CC=1C=C2C(=NC1)N(C(N2C(C)C)=O)C2=CC=C(C=C2)OC2=NC=1C(=NC=CC1)N2C (6-methyl-1-(1-methylethyl)-3-{4-[(3-methyl-3H-imidazo[4,5-b]pyridin-2-yl)oxy]phenyl}-1,3-dihydro-2H-imidazo[4,5-b]pyridin-2-one). Isolated yield 48.3%. RXN SMILES: [CH3:1][N:2]1[C:6]2=[N:7][CH:8]=[CH:9][CH:10]=[C:5]2[N:4]=[C:3]1S(C)(=O)=O.[OH:15][C:16]1[CH:21]=[CH:20][C:19]([N:22]2[C:26]3=[N:27][CH:28]=[C:29]([CH3:31])[CH:30]=[C:25]3[N:24]([CH:32]([CH3:34])[CH3:33])[C:23]2=[O:35])=[CH:18][CH:17]=1.[H-].[Na+].O>CN(C=O)C>[CH3:31][C:29]1[CH:30]=[C:25]2[N:24]([CH:32]([CH3:33])[CH3:34])[C:23](=[O:35])[N:22]([C:19]3[CH:18]=[CH:17][C:16]([O:15][C:3]4[N:2]([CH3:1])[C:6]5=[N:7][CH:8]=[CH:9][CH:10]=[C:5]5[N:4]=4)=[CH:21][CH:20]=3)[C:26]2=[N:27][CH:28]=1 |f:2.3|. Procedure details: To a mixture of 3-methyl-2-(methylsulfonyl)-3H-imidazo[4,5-b]pyridine (198 mg) and 3-(4-hydroxyphenyl)-6-methyl-1-(1-methylethyl)-1,3-dihydro-2H-imidazo[4,5-b]pyridin-2-one (177 mg) in DMF (1.5 mL) was added NaH (40.0 mg), and the mixture was stirred at 100° C. for 1 h. The mixture was heated at 180° C. for 30 min under microwave irradiation. The mixture was poured into water, and the mixture was extracted with EtOAc. The organic layer was separated, washed with brine, dried over Na2SO4 and conc...